Dataset: the Open Reaction Database (ORD), a public repository of structured organic reaction records. Task: describe an organic reaction: reactants, conditions, products, and yield Reported procedure: The product of step (b) (4.6 g) was dissolved in 48% aqueous HBr (100 ml) and refluxed for 8 hours. The mixture was poured onto water (750 ml), neutralised with solid sodium bicarbonate, extracted with ethyl acetate, washed with brine and evaporated to give the title compound as a white crystalline solid, 0.49 g, mp 163°-4° (from ethyl acetate/cyclohexane). Run in Br (HBr). The product is N1N=C(C=C1)NC1=C(C=CC=C1)O (2-(1H-Pyrazol-3-yl)aminophenol). Reaction SMILES: C[O:2][C:3]1[CH:8]=[CH:7][CH:6]=[CH:5][C:4]=1[NH:9][C:10]1[CH:14]=[CH:13][NH:12][N:11]=1.C(=O)(O)[O-].[Na+]>Br>[NH:12]1[CH:13]=[CH:14][C:10]([NH:9][C:4]2[CH:5]=[CH:6][CH:7]=[CH:8][C:3]=2[OH:2])=[N:11]1 |f:1.2|. Reactants: COC1=C(C=CC=C1)NC1=NNC=C1 (N-(2-Methoxyphenyl)-1H-pvrazol-3-amine), C([O-])(O)=O.[Na+] (sodium bicarbonate). The reactants are C(C)(C)N1CCN(CC1)C(=O)C1=CC=C(C=N1)C=O (6-(4-isopropyl-piperazine-1-carbonyl)-pyridine-3-carbaldehyde), N1CCCCC1 (piperidine), [BH-](OC(=O)C)(OC(=O)C)OC(=O)C.[Na+] (NaB(OAc)3H), [OH-].[Na+] (NaOH). The solvent is C(Cl)Cl (DCM). Conditions: time 18 hour. Product: N (NH3), C(C)(C)N1CCN(CC1)C(=O)C1=NC=C(C=C1)CN1CCCCC1 ((4-Isopropyl-piperazin-1-yl)-(5-piperidin-1-ylmethyl-pyridin-2-yl)-methanone). Yield: 18.9%. Reaction SMILES: [CH:1]([N:4]1[CH2:9][CH2:8][N:7]([C:10]([C:12]2[N:17]=[CH:16][C:15]([CH:18]=O)=[CH:14][CH:13]=2)=[O:11])[CH2:6][CH2:5]1)([CH3:3])[CH3:2].[NH:20]1[CH2:25][CH2:24][CH2:23][CH2:22][CH2:21]1.[BH-](OC(C)=O)(OC(C)=O)OC(C)=O.[Na+].[OH-].[Na+]>C(Cl)Cl>[NH3:4].[CH:1]([N:4]1[CH2:9][CH2:8][N:7]([C:10]([C:12]2[CH:13]=[CH:14][C:15]([CH2:18][N:20]3[CH2:25][CH2:24][CH2:23][CH2:22][CH2:21]3)=[CH:16][N:17]=2)=[O:11])[CH2:6][CH2:5]1)([CH3:3])[CH3:2] |f:2.3,4.5|. Reported procedure: To a solution of 6-(4-isopropyl-piperazine-1-carbonyl)-pyridine-3-carbaldehyde (0.250 g, 0.96 mmol) and piperidine (0.11 mL, 1.10 mmol) in DCM (20 mL) was added NaB(OAc)3H (0.300 g, 1.44 mmol). After 18 h, 1 N NaOH (15 mL) was added and the mixture was extracted with DCM (3×25mL). The organic layers were combined, dried (Na2SO4), and concentrated. Chromatography of the resulting residue (SiO2: 4-8% 2 M NH3 in MeOH/DCM) gave the title compound as an oil (0.030 g, 9%). MS (ESI): exact mass calcd. ... Starting materials: O=C(CCl)NC(CC(=O)OCc1ccccc1)C(=O)OCc1ccccc1, CCC(C)=O, [I-], [Na+]. The product is O=C(CI)NC(CC(=O)OCc1ccccc1)C(=O)OCc1ccccc1. As a reaction SMILES: [CH2:1]([c:2]1[cH:3][cH:4][cH:5][cH:6][cH:7]1)[O:8][C:9]([CH:10]([NH:11][C:12]([CH2:13][Cl:14])=[O:15])[CH2:16][C:17](=[O:18])[O:19][CH2:20][c:21]1[cH:22][cH:23][cH:24][cH:25][cH:26]1)=[O:27].[CH3:30][C:31](=[O:32])[CH2:33][CH3:34].[I-:29].[Na+:28]>>[CH2:1]([c:2]1[cH:3][cH:4][cH:5][cH:6][cH:7]1)[O:8][C:9]([CH:10]([NH:11][C:12]([CH2:13][I:29])=[O:15])[CH2:16][C:17](=[O:18])[O:19][CH2:20][c:21]1[cH:22][cH:23][cH:24][cH:25][cH:26]1)=[O:27]. The reactants are C(C)(C)(C)OC([C@H](C)N1C(NC2=C1C=CC=C2)=O)=O ((S)-2-(2-Oxo-2,3-dihydro-benzimidazol-1-yl)-propionic acid tert-butyl ester), CC1=CC=CC=2SC=C(C21)CO ((4-Methyl-benzo[b]thiophen-3-yl)-methanol), C1(=CC=CC=C1)P(C1=CC=CC=C1)C1=CC=CC=C1 (triphenylphosphine), CC(C)OC(=O)/N=N/C(=O)OC(C)C (DIAD). Solvent: C(C)(=O)OCC (ethyl acetate). Run at time 2 hour. Yields the product C(C)(C)(C)OC([C@H](C)N1C(N(C2=C1C=CC=C2)CC=2C1=C(SC2)C=CC=C1C)=O)=O ((S)-2-[3-(4-Methyl-benzo[b]thiophen-3-ylmethyl)-2-oxo-2,3-dihydro-benzimidazol-1-yl]-propionic acid tert-butyl ester). The yield is 61.7%. RXN SMILES: [C:1]([O:5][C:6](=[O:19])[C@@H:7]([N:9]1[C:13]2[CH:14]=[CH:15][CH:16]=[CH:17][C:12]=2[NH:11][C:10]1=[O:18])[CH3:8])([CH3:4])([CH3:3])[CH3:2].[CH3:20][C:21]1[C:29]2[C:28]([CH2:30]O)=[CH:27][S:26][C:25]=2[CH:24]=[CH:23][CH:22]=1.C1(P(C2C=CC=CC=2)C2C=CC=CC=2)C=CC=CC=1.CC(OC(/N=N/C(OC(C)C)=O)=O)C>C(OCC)(=O)C>[C:1]([O:5][C:6](=[O:19])[C@@H:7]([N:9]1[C:13]2[CH:14]=[CH:15][CH:16]=[CH:17][C:12]=2[N:11]([CH2:30][C:28]2[C:29]3[C:21]([CH3:20])=[CH:22][CH:23]=[CH:24][C:25]=3[S:26][CH:27]=2)[C:10]1=[O:18])[CH3:8])([CH3:2])([CH3:3])[CH3:4]. Procedure: To a solution of (S)-2-(2-Oxo-2,3-dihydro-benzimidazol-1-yl)-propionic acid tert-butyl ester (0.3 g, 0.46 mmol), (4-Methyl-benzo[b]thiophen-3-yl)-methanol (0.12 g, 0.69 mmol), and triphenylphosphine (0.14 g, 0.55 mmol) was added dropwise DIAD (0.11 mL, 0.55 mmoL) at 0° C. The mixture was slowly warmed to room temperature and stirred for 2 h. The reaction mixture was diluted with ethyl acetate and washed with water (×2). The organic phase was dried over Na2SO4 and concentrated. The resulting resi...